This data is from the Open Reaction Database (ORD), a public repository of structured organic reaction records. The task is: describe an organic reaction: reactants, conditions, products, and yield The reactants are O (water), [H-].[Na+] (sodium hydride), CC=1C(=C(C=CC1)O)[N+](=O)[O-] (methyl-2-nitrophenol), CN(C)C=O (DMF), COCCl (chloromethyl methyl ether). Reaction conditions: temperature 0 celsius, time 30 minute. The product is COCOC1=C(C=C(C=C1)C)[N+](=O)[O-] (1-methoxymethoxy-4-methyl-2-nitrobenzene). RXN SMILES: [H-].[Na+].C[C:4]1[C:5]([N+:11]([O-:13])=[O:12])=[C:6]([OH:10])[CH:7]=[CH:8][CH:9]=1.[CH3:14][O:15][CH2:16]Cl.O.[CH3:19]N(C=O)C>>[CH3:14][O:15][CH2:16][O:10][C:6]1[CH:7]=[CH:8][C:9]([CH3:19])=[CH:4][C:5]=1[N+:11]([O-:13])=[O:12] |f:0.1|. Procedure: To a suspension of sodium hydride (60% in oil, 4.78 g, 0.12 -methyl-2-nitrophenol (known compound) (15.6 g, 0.102 mol) in DMF (50 ml) under nitrogen atmosphere under ice-cooling over a period of 30 minutes. The mixture was stirred at 0° C. for 30 minutes, and thereto was added dropwise chloromethyl methyl ether (9.3 ml, 0.122 mol). The reacion mixture was stirred at 0° C. for 1 hour. The reaction mixture was poured into water and extracted with ethyl acetate. The organic layer was washed with sa... Starting materials: CC(N=C=NC(C)C)C (DIC), ClC1=C(C=C(CNC(C(C)(C)C)=O)C=C1)NC(=S)NC=1C=C(C(=NC1NC)OCC(F)F)C(N[C@@H]1CC[C@H](CC1)C(F)(F)F)=O (N-{4-chloro-3-[3-(trans-4-trifluoromethyl-cyclohexylcarbamoyl)-2-(2,2-difluoro-ethoxy)-6-methylamino-pyridin-5-ylthioureido]benzyl}-2,2-dimethyl-propionamide). Solvent: CC#N (MeCN). Conditions: temperature 60 celsius, time 8 hour. Yields the product ClC1=C(C=C(CNC(C(C)(C)C)=O)C=C1)NC1=NC=2C(=NC(=C(C2)C(N[C@@H]2CC[C@H](CC2)C(F)(F)F)=O)OCC(F)F)N1C (N-{4-Chloro-3-[6-(trans-4-trifluoromethyl-cyclohexylcarbamoyl)-5-(2,2-difluoro-ethoxy)-3-methyl-3H-imidazo[4,5-b]pyridin-2-ylamino]benzyl}-2,2-dimethyl-propionamide). As a reaction SMILES: CC(C)N=C=NC(C)C.[Cl:10][C:11]1[CH:24]=[CH:23][C:14]([CH2:15][NH:16][C:17](=[O:22])[C:18]([CH3:21])([CH3:20])[CH3:19])=[CH:13][C:12]=1[NH:25][C:26]([NH:28][C:29]1[CH:30]=[C:31]([C:42](=[O:54])[NH:43][C@H:44]2[CH2:49][CH2:48][C@H:47]([C:50]([F:53])([F:52])[F:51])[CH2:46][CH2:45]2)[C:32]([O:37][CH2:38][CH:39]([F:41])[F:40])=[N:33][C:34]=1[NH:35][CH3:36])=S>CC#N>[Cl:10][C:11]1[CH:24]=[CH:23][C:14]([CH2:15][NH:16][C:17](=[O:22])[C:18]([CH3:21])([CH3:20])[CH3:19])=[CH:13][C:12]=1[NH:25][C:26]1[N:35]([CH3:36])[C:34]2=[N:33][C:32]([O:37][CH2:38][CH:39]([F:41])[F:40])=[C:31]([C:42](=[O:54])[NH:43][C@H:44]3[CH2:49][CH2:48][C@H:47]([C:50]([F:53])([F:52])[F:51])[CH2:46][CH2:45]3)[CH:30]=[C:29]2[N:28]=1. Procedure: DIC (40 μL, 0.24 mmol) is added to a mixture of N-{4-chloro-3-[3-(trans-4-trifluoromethyl-cyclohexylcarbamoyl)-2-(2,2-difluoro-ethoxy)-6-methylamino-pyridin-5-ylthioureido]benzyl}-2,2-dimethyl-propionamide (135 mg, 0.20 mmol) and MeCN (3.5 mL). The reaction mixture is stirred at 60° C. overnight, allowed to cool and concentrated. The residue is treated with MeCN, filtered off and dried. Reactants: amide, C(O)CN (ethanolamine), OC=1C(=C2CCC(OC2=C(C1C)C)(C(=O)O)C)C (6-hydroxy-2,5,7,8-tetramethylchroman-2-carboxylic acid), C1=CN(C=N1)C(=O)N2C=CN=C2 (CDI). Product: OC=1C(=C2CC[C@](OC2=C(C1C)C)(C(=O)NCCO)C)C ((S)-6-hydroxy-N-(2-hydroxyethyl)-2,5,7,8-tetramethylchroman-2-carboxamide). Isolated yield 77.2%. RXN SMILES: [OH:1][C:2]1[C:3]([CH3:18])=[C:4]2[C:9](=[C:10]([CH3:13])[C:11]=1[CH3:12])[O:8][C:7]([CH3:17])([C:14]([OH:16])=O)[CH2:6][CH2:5]2.C1N=CN(C(N2C=NC=C2)=O)C=1.[CH2:31]([CH2:33][NH2:34])[OH:32]>>[OH:1][C:2]1[C:3]([CH3:18])=[C:4]2[C:9](=[C:10]([CH3:13])[C:11]=1[CH3:12])[O:8][C@:7]([CH3:17])([C:14]([NH:34][CH2:33][CH2:31][OH:32])=[O:16])[CH2:6][CH2:5]2. Reported procedure: Following the amide coupling procedure described in protocol A, 5.06 g 6-hydroxy-2,5,7,8-tetramethylchroman-2-carboxylic acid (20.2 mmol), 3.68 g CDI (22.7 mmol) and 2.44 g ethanolamine (39.52 mmol) produced 4.576 g of (S)-6-hydroxy-N-(2-hydroxyethyl)-2,5,7,8-tetramethylchroman-2-carboxamide as a white powder. Reactants: COC(=O)c1ccc2oc3c(SC)cc(SC)cc3c(=O)c2c1, CCO, [Na+], [Na+], O=C([O-])[O-], O. Product: CSc1cc(SC)c2oc3ccc(C(=O)O)cc3c(=O)c2c1. As a reaction SMILES: [CH3:1][S:2][c:3]1[c:4]2[o:5][c:6]3[cH:7][cH:8][c:9]([C:20](=[O:21])[O:22][CH3:23])[cH:10][c:11]3[c:12](=[O:19])[c:13]2[cH:14][c:15]([S:17][CH3:18])[cH:16]1.[CH3:24][CH2:25][OH:26].[Na+:27].[Na+:28].[O-:29][C:30](=[O:31])[O-:32].[OH2:33]>>[CH3:1][S:2][c:3]1[c:4]2[o:5][c:6]3[cH:7][cH:8][c:9]([C:20](=[O:21])[OH:22])[cH:10][c:11]3[c:12](=[O:19])[c:13]2[cH:14][c:15]([S:17][CH3:18])[cH:16]1. The reactants are O=C=Nc1c(F)cccc1F, Nc1cccc(Sc2cn(C3CCCC3)c3ncnc(N)c23)c1, c1ccncc1. Product: Nc1ncnc2c1c(Sc1cccc(NC(=O)Nc3c(F)cccc3F)c1)cn2C1CCCC1. As a reaction SMILES: [F:24][c:25]1[c:26]([N:32]=[C:33]=[O:34])[c:27]([F:31])[cH:28][cH:29][cH:30]1.[NH2:1][c:2]1[cH:3][c:4]([S:8][c:9]2[cH:10][n:11]([CH:19]3[CH2:20][CH2:21][CH2:22][CH2:23]3)[c:12]3[n:13][cH:14][n:15][c:16]([NH2:18])[c:17]23)[cH:5][cH:6][cH:7]1.[cH:35]1[cH:36][cH:37][n:38][cH:39][cH:40]1>>[NH:1]([c:2]1[cH:3][c:4]([S:8][c:9]2[cH:10][n:11]([CH:19]3[CH2:20][CH2:21][CH2:22][CH2:23]3)[c:12]3[n:13][cH:14][n:15][c:16]([NH2:18])[c:17]23)[cH:5][cH:6][cH:7]1)[C:33]([NH:32][c:26]1[c:25]([F:24])[cH:30][cH:29][cH:28][c:27]1[F:31])=[O:34]. Starting materials: O (water), CC(COC)OC(=O)C (PGMEA), [O-]CCCC.[O-]CCCC.[O-]CCCC.[Al+3] (aluminum tributoxide), C(CC(=O)OCC)(=O)OCC (diethyl malonate). The solvent is C(C)(C)O (isopropyl alcohol), C(C)(C)O (isopropyl alcohol). Conditions: time 2 hour. Yields the product CC(COC)OC(=O)C (PGMEA), [Al] (aluminum). RXN SMILES: O.[O-]CCCC.[O-]CCCC.[O-]CCCC.[Al+3:17].C(OCC)(=O)CC(OCC)=O.[CH3:29][CH:30]([O:34][C:35]([CH3:37])=[O:36])[CH2:31][O:32][CH3:33]>C(O)(C)C>[CH3:29][CH:30]([O:34][C:35]([CH3:37])=[O:36])[CH2:31][O:32][CH3:33].[Al:17] |f:1.2.3.4|. Procedure details: A mixture of purified water (1.8 g) and isopropyl alcohol (40 g) was dropped to a mixture of aluminum tributoxide (24.6 g), isopropyl alcohol (60 g) and diethyl malonate (16 g). After completion of dropping, the mixture was agitated for 2 hours, subjected to hydrolytic condensation and heated to reflux for 2 hours. PGMEA (200 g) was added thereto and was concentrated under reduced pressure to obtain a PGMEA solution of an aluminum-containing condensate (B-III) (150 g). The solid content concentr... RXN SMILES: [CH2:1]([CH3:2])[O:3][C:4]([CH:5]=[C:6]1[CH2:7][CH2:8][N:9]([C:12]([CH3:13])([CH3:14])[CH3:15])[CH2:10][CH2:11]1)=[O:16].[CH3:19][CH2:20][OH:21].[H:17][H:18]>>[CH2:1]([CH3:2])[O:3][C:4]([CH2:5][CH:6]1[CH2:7][CH2:8][N:9]([C:12]([CH3:13])([CH3:14])[CH3:15])[CH2:10][CH2:11]1)=[O:16]. Starting materials: CCOC(=O)C=C1CCN(C(C)(C)C)CC1, CCO, [H][H]. Product: CCOC(=O)CC1CCN(C(C)(C)C)CC1.